From a dataset of the Open Reaction Database (ORD), a public repository of structured organic reaction records. describe an organic reaction: reactants, conditions, products, and yield The reactants are C(C)OC(C1=C(C(=CC=C1)OC1=CC=C(C=C1)F)CBr)=O (2-bromomethyl-3-(4-fluoro-phenoxy)-benzoic acid ethyl ester), COC(CNS(=O)(=O)C1=CC=C(C=C1)C)=O ((toluene-4-sulfonylamino)-acetic acid methyl ester), [I-].[Na+] (sodium iodide), C([O-])([O-])=O.[K+].[K+] (potassium carbonate). The solvent is CN(C=O)C (dimethylformamide). Run at time 24 hour. Yields the product C(C)OC(C1=C(C(=CC=C1)OC1=CC=C(C=C1)F)CN(S(=O)(=O)C1=CC=C(C=C1)C)CC(=O)OC)=O (3-(4-Fluoro-phenoxy)-2-{[methoxycarbonylmethyl-(toluene-4-sulfonyl)-amino]-methyl}-benzoic acid ethyl ester). Isolated yield 54.1%. As a reaction SMILES: [CH2:1]([O:3][C:4](=[O:21])[C:5]1[CH:10]=[CH:9][CH:8]=[C:7]([O:11][C:12]2[CH:17]=[CH:16][C:15]([F:18])=[CH:14][CH:13]=2)[C:6]=1[CH2:19]Br)[CH3:2].[CH3:22][O:23][C:24](=[O:37])[CH2:25][NH:26][S:27]([C:30]1[CH:35]=[CH:34][C:33]([CH3:36])=[CH:32][CH:31]=1)(=[O:29])=[O:28].[I-].[Na+].C(=O)([O-])[O-].[K+].[K+]>CN(C)C=O>[CH2:1]([O:3][C:4](=[O:21])[C:5]1[CH:10]=[CH:9][CH:8]=[C:7]([O:11][C:12]2[CH:17]=[CH:16][C:15]([F:18])=[CH:14][CH:13]=2)[C:6]=1[CH2:19][N:26]([CH2:25][C:24]([O:23][CH3:22])=[O:37])[S:27]([C:30]1[CH:31]=[CH:32][C:33]([CH3:36])=[CH:34][CH:35]=1)(=[O:29])=[O:28])[CH3:2] |f:2.3,4.5.6|. Reported procedure: A mixture of 2-bromomethyl-3-(4-fluoro-phenoxy)-benzoic acid ethyl ester (3.37 g, 9.57 mmol), (toluene-4-sulfonylamino)-acetic acid methyl ester (2.33 g, 9.57 mmol), sodium iodide (2.15 g, 14.36 mmol) and potassium carbonate (1.98 g, 14.36 mmol) in anhydrous dimethylformamide (22 mL) was stirred at room temperature for 24 h before it was quenched with water, and extracted with ethyl acetate. The organic layer was washed with water, brine, dried over anhydrous sodium sulfate and concentrated in v... The reactants are O=C([O-])[O-], CCCCCCBr, Cl, Oc1ccc(Br)cc1F, [K+], [K+], O=C1CCCCC1. Yields the product CCCCCCOc1ccc(Br)cc1F. RXN SMILES: [C:17](=[O:18])([O-:19])[O-:20].[CH2:10]([CH2:11][CH2:12][CH2:13][CH2:14][CH3:15])[Br:16].[ClH:23].[F:1][c:2]1[c:3]([OH:9])[cH:4][cH:5][c:6]([Br:8])[cH:7]1.[K+:21].[K+:22].[O:24]=[C:25]1[CH2:26][CH2:27][CH2:28][CH2:29][CH2:30]1>>[F:1][c:2]1[c:3]([O:9][CH2:10][CH2:11][CH2:12][CH2:13][CH2:14][CH3:15])[cH:4][cH:5][c:6]([Br:8])[cH:7]1. Reactants: C[O-].[Na+] (sodium methoxide), C1OC2=CC(=C(C=O)C=C2O1)N (4,5-methylenedioxy-2-aminobenzaldehyde), C(#N)CC(=O)N (2-cyanoacetamide). Run in CO (methanol). Yields the product C1OC=2C=C3C=C(C(=NC3=CC2O1)N)C(=O)N (6,7-Methylenedioxy-2-Aminoquinoline-3-Carboxamide). Isolated yield 89.3%. As a reaction SMILES: C[O-].[Na+].[CH2:4]1[O:14][C:13]2[C:6](=[CH:7][C:8]([NH2:15])=[C:9]([CH:12]=2)[CH:10]=O)[O:5]1.[C:16]([CH2:18][C:19]([NH2:21])=[O:20])#[N:17]>CO>[CH2:4]1[O:5][C:6]2[CH:7]=[C:8]3[C:9]([CH:10]=[C:18]([C:19]([NH2:21])=[O:20])[C:16]([NH2:17])=[N:15]3)=[CH:12][C:13]=2[O:14]1 |f:0.1|. Procedure details: To sodium methoxide (1.90 g., 0.03 mole) in methanol (50 ml.) is added 4,5-methylenedioxy-2-aminobenzaldehyde (5.0 g., 0.03 mole) and 2-cyanoacetamide (2.50 g., 0.03 mole). The mixture is heated to reflux for 15 minutes and then cooled in an ice bath. The bright yellow solid is filtered off and recrystallized from acetic acid to give 6.18 g. (89.3%) of the desired product. M.P. 308° C. (dec.). (m/e = 231) The reagents and catalysts are [I-].[Zn+2].[I-] (Zinc iodide). As a reaction SMILES: [Br:1][C:2]1[CH:3]=[C:4]([CH:8]2[O:12][CH2:11][CH2:10][O:9]2)[CH:5]=[CH:6][CH:7]=1.C[Si]([C:17]#[N:18])(C)C.C(=O)(O)[O-].[Na+]>[I-].[Zn+2].[I-]>[Br:1][C:2]1[CH:3]=[C:4]([CH:8]([O:12][CH2:11][CH2:10][OH:9])[C:17]#[N:18])[CH:5]=[CH:6][CH:7]=1 |f:2.3,4.5.6|. Reported procedure: Zinc iodide (50.6 mg) was added to a mixture of 2-(3-bromophenyl)-1,3-dioxolane (3 mL) and trimethylsilyl cyanide (2.49 mL), followed by stirring at room temperature for 1.5 hours. A saturated sodium bicarbonate aqueous solution was added to the reaction solution, followed by extraction with diethyl ether. The organic layer was dried over anhydrous magnesium sulfate and concentrated under reduced pressure. Then, the resulting residue was purified by silica gel column chromatography (elution solv... Run at time 1.5 hour. Starting materials: BrC=1C=C(C=CC1)C1OCCO1 (2-(3-bromophenyl)-1,3-dioxolane), C[Si](C)(C)C#N (trimethylsilyl cyanide), C([O-])(O)=O.[Na+] (sodium bicarbonate). Yields the product BrC=1C=C(C=CC1)C(C#N)OCCO ((3-bromophenyl)-(2-hydroxyethoxy)acetonitrile). Product: Cl.CN1CCN(CC1)C(=O)N.ClC=1C=C(C=CC1Cl)C1(CN(CC1)C(C1=CC(=C(C(=C1)OC)OC)OC)=O)CCN1CCC(CC1)(C(=O)O)C1=CC=CC=C1 (1-[2-[3-(3,4-dichloro-phenyl)-1-(3,4,5-trimethoxy-benzoyl)-pyrrolidin-3-yl]-ethyl]-4-phenyl-piperidine-4-carboxylic acid 4-methylpiperazine-amide hydrochloride). Solvent: CO.ClCCl (methanol dichloromethane), CO.ClCCl (methanol dichloromethane). Procedure details: Prepare by the method of example 27.3.1 using 2-[3-(3,4-dichloro-phenyl)-1-(3,4,5-trimethoxy-benzoyl)-pyrrolidin-3-yl]-ethyl-methanesulfonate (2.8 g, 5.24 mmol) and 4-phenyl-piperidine-4-carboxylic acid 4-methylpiperazine-amide hydrochloride (2.8 g, 3.9 mmol). Chromatograph on silica gel eluting sequentially with 50% ethyl acetate/hexane, 3% methanol/dichloromethane, and then 6% methanol/dichloromethane to give the title compound. Starting materials: ClC=1C=C(C=CC1Cl)C1(CN(CC1)C(C1=CC(=C(C(=C1)OC)OC)OC)=O)CCCS(=O)(=O)[O-] (2-[3-(3,4-dichloro-phenyl)-1-(3,4,5-trimethoxy-benzoyl)-pyrrolidin-3-yl]-ethyl-methanesulfonate), Cl.CN1CCN(CC1)C(=O)N.C1(=CC=CC=C1)C1(CCNCC1)C(=O)O (4-phenyl-piperidine-4-carboxylic acid 4-methylpiperazine-amide hydrochloride), C(C)(=O)OCC.CCCCCC (ethyl acetate hexane). RXN SMILES: [Cl:1][C:2]1[CH:3]=[C:4]([C:9]2([CH2:28][CH2:29]CS([O-])(=O)=O)[CH2:13][CH2:12][N:11]([C:14](=[O:27])[C:15]3[CH:20]=[C:19]([O:21][CH3:22])[C:18]([O:23][CH3:24])=[C:17]([O:25][CH3:26])[CH:16]=3)[CH2:10]2)[CH:5]=[CH:6][C:7]=1[Cl:8].Cl.[CH3:36][N:37]1[CH2:42][CH2:41][N:40]([C:43]([NH2:45])=[O:44])[CH2:39][CH2:38]1.[C:46]1([C:52]2([C:58]([OH:60])=[O:59])[CH2:57][CH2:56][NH:55][CH2:54][CH2:53]2)[CH:51]=[CH:50][CH:49]=[CH:48][CH:47]=1.C(OCC)(=O)C.CCCCCC>CO.ClCCl>[ClH:1].[CH3:36][N:37]1[CH2:42][CH2:41][N:40]([C:43]([NH2:45])=[O:44])[CH2:39][CH2:38]1.[Cl:1][C:2]1[CH:3]=[C:4]([C:9]2([CH2:28][CH2:29][N:55]3[CH2:54][CH2:53][C:52]([C:46]4[CH:47]=[CH:48][CH:49]=[CH:50][CH:51]=4)([C:58]([OH:60])=[O:59])[CH2:57][CH2:56]3)[CH2:13][CH2:12][N:11]([C:14](=[O:27])[C:15]3[CH:20]=[C:19]([O:21][CH3:22])[C:18]([O:23][CH3:24])=[C:17]([O:25][CH3:26])[CH:16]=3)[CH2:10]2)[CH:5]=[CH:6][C:7]=1[Cl:8] |f:1.2.3,4.5,6.7,8.9.10|.